Task: describe an organic reaction: reactants, conditions, products, and yield. Dataset: the Open Reaction Database (ORD), a public repository of structured organic reaction records Starting materials: CCCC[N+](CCCC)(CCCC)CCCC, CCOC(=O)Cc1ccc(OC)c(-c2ccc(C(F)(F)F)cc2CN(CC)C(=O)CCl)c1, CCOC(C)=O, [H-], [I-], [Na+], CN(C)C=O, O, c1nc[nH]n1. Product: CCOC(=O)Cc1ccc(OC)c(-c2ccc(C(F)(F)F)cc2CN(CC)C(=O)Cn2cncn2)c1. As a reaction SMILES: [CH2:46]([N+:47]([CH2:48][CH2:49][CH2:50][CH3:51])([CH2:52][CH2:53][CH2:54][CH3:55])[CH2:56][CH2:57][CH2:58][CH3:59])[CH2:60][CH2:61][CH3:62].[CH2:8]([CH3:9])[O:10][C:11]([CH2:12][c:13]1[cH:14][c:15](-[c:21]2[c:22]([CH2:31][N:32]([CH2:33][CH3:34])[C:35]([CH2:36][Cl:37])=[O:38])[cH:23][c:24]([C:27]([F:28])([F:29])[F:30])[cH:25][cH:26]2)[c:16]([O:19][CH3:20])[cH:17][cH:18]1)=[O:39].[CH3:63][CH2:64][O:65][C:66]([CH3:67])=[O:68].[H-:6].[I-:45].[Na+:7].[O:40]=[CH:41][N:42]([CH3:43])[CH3:44].[OH2:69].[nH:1]1[n:2][cH:3][n:4][cH:5]1>>[n:1]1([CH2:36][C:35]([N:32]([CH2:31][c:22]2[c:21](-[c:15]3[cH:14][c:13]([CH2:12][C:11]([O:10][CH2:8][CH3:9])=[O:39])[cH:18][cH:17][c:16]3[O:19][CH3:20])[cH:26][cH:25][c:24]([C:27]([F:28])([F:29])[F:30])[cH:23]2)[CH2:33][CH3:34])=[O:38])[n:2][cH:3][n:4][cH:5]1. The reactants are CC1=CC(=C(NC2=NC=CC=C2)C=C1)N (4-methyl-2-amino-N-(2-pyridyl)aniline), S1C(=CC=C1)/C=C/C(=O)Cl ((E)-3-(2-thienyl)acryloyl chloride), N1=C(C=CC=C1)N1C(=NC2=C1C=CC=C2)\C=C\C2=CC=CC=C2 ((E)-1-(2-pyridyl)-2-styryl-1H-benzimidazole), C(C(=O)O)(=O)O (oxalic acid). Solvent: C(C)(=O)OCC (ethyl acetate). Yields the product C(C(=O)O)(=O)O.CC1=CC2=C(N(C(=N2)\C=C\C=2SC=CC2)C2=NC=CC=C2)C=C1 ((E)-5-Methyl-1-(2-pyridyl)-2-[2-(2-thienyl)ethenyl]-1H-benzimidazole oxalate). RXN SMILES: [CH3:1][C:2]1[CH:14]=[CH:13][C:5]([NH:6][C:7]2[CH:12]=[CH:11][CH:10]=[CH:9][N:8]=2)=[C:4]([NH2:15])[CH:3]=1.[S:16]1[CH:20]=[CH:19][CH:18]=[C:17]1/[CH:21]=[CH:22]/[C:23](Cl)=O.N1C=CC=CC=1N1C2C=CC=CC=2N=C1/C=C/C1C=CC=CC=1.[C:49]([OH:54])(=[O:53])[C:50]([OH:52])=[O:51]>C(OCC)(=O)C>[C:49]([OH:54])(=[O:53])[C:50]([OH:52])=[O:51].[CH3:1][C:2]1[CH:14]=[CH:13][C:5]2[N:6]([C:7]3[CH:12]=[CH:11][CH:10]=[CH:9][N:8]=3)[C:23](/[CH:22]=[CH:21]/[C:17]3[S:16][CH:20]=[CH:19][CH:18]=3)=[N:15][C:4]=2[CH:3]=1 |f:5.6|. Procedure details: Free base of the titled compound was prepared from 4-methyl-2-amino-N-(2-pyridyl)aniline and (E)-3-(2-thienyl)acryloyl chloride according to the preparation of (E)-1-(2-pyridyl)-2-styryl-1H-benzimidazole (Example 1, method A). The free base and oxalic acid were dissolved into ethyl acetate. Concentration and recrystallization from ethyl acetate/n-hexane yielded the titled compound. MW: 417.42; mp: 181.5-182.0° C.; 1H-NMR (DMSO) δ: 8.78-8.72 (1H, m), 8.16 (1H, t, J=7.7 Hz), 8.00 (1H, d, J=15.8 Hz... Starting materials: O[C@@H]([C@@H](CC(=O)OC(C)(C)C)C(=O)OCC)C(=O)OCC (3-tert-butyl 1,2-diethyl (1S,2R)-1-hydroxy-1,2,3-propanetricarboxylate), Cl (hydrochloric acid). Run in C(C)(=O)O (acetic acid). Reaction conditions: temperature 70 celsius, time 5 hour. Yields the product O=C1C[C@H]([C@H](O1)C(=O)O)C(=O)O ((2S,3R)-5-oxotetrahydrofuran-2,3-dicarboxylic Acid). Yield: 99.4%. Reaction SMILES: O[C@H:2]([C:17]([O:19]CC)=[O:18])[C@H:3]([C:12]([O:14]CC)=[O:13])[CH2:4][C:5]([O:7]C(C)(C)C)=[O:6].Cl>C(O)(=O)C>[O:6]=[C:5]1[O:7][C@H:2]([C:17]([OH:19])=[O:18])[C@H:3]([C:12]([OH:14])=[O:13])[CH2:4]1. Procedure: 16.49 g of 3-tert-butyl 1,2-diethyl (1S,2R)-1-hydroxy-1,2,3-propanetricarboxylate, 100 ml of acetic acid and 50 ml of concentrated hydrochloric acid were mixed and stirred at 70° C. for 5 hours. Acetic acid and hydrochloric acid were distilled off under reduced pressure. Then, the residue was again dissolved in 100 ml of acetic acid and 50 ml of concentrated hydrochloric acid and stirred at 70° C. for 12 hours. Acetic acid and hydrochloric acid were distilled off under reduced pressure. Then, 10... Reactants: OCCC1=CC2=CC=CC=C2C=C1 (2-(2-hydroxyethyl)naphthalene), CC(=O)OI1(C=2C=CC=CC2C(=O)O1)(OC(=O)C)OC(=O)C (Dess-Martin), S(=S)(=O)([O-])[O-].[Na+].[Na+] (sodium thiosulfate). Run in ClCCl (dichloromethane), C([O-])(O)=O.[Na+] (sodium bicarbonate), ClCCl (dichloromethane). Conditions: temperature 0 celsius, time 45 minute. Yields the product C1=C(C=CC2=CC=CC=C12)CC=O (naphthalen-2-ylacetaldehyde). As a reaction SMILES: [OH:1][CH2:2][CH2:3][C:4]1[CH:13]=[CH:12][C:11]2[C:6](=[CH:7][CH:8]=[CH:9][CH:10]=2)[CH:5]=1.CC(OI1(OC(C)=O)(OC(C)=O)OC(=O)C2C=CC=CC1=2)=O.S([O-])([O-])(=O)=S.[Na+].[Na+]>ClCCl.C(=O)(O)[O-].[Na+]>[CH:5]1[C:6]2[C:11](=[CH:10][CH:9]=[CH:8][CH:7]=2)[CH:12]=[CH:13][C:4]=1[CH2:3][CH:2]=[O:1] |f:2.3.4,6.7|. Procedure: To a stirred solution of 2-(2-hydroxyethyl)naphthalene (50 mmol, 8.60 g) in dichloromethane (400 ml) at 0° C. was added Dess-Martin periodinate (50 mmol, 21.2 g) [J. Org. Chem. 48 4155 (1983)] in one portion. The solution was stirred at 0° C. for 10 mintes and at room temperature for 45 minutes. The reaction mixture was diluted with dichloromethane (400 ml) and sodium bicarbonate (1.0 L) containing sodium thiosulfate (55 g). The mixture was shaken for five minutes and the layers separated. The a... Starting materials: FC1=C(C=CC=C1F)C1CCNCC1 (4-(2,3-difluorophenyl)piperidine), C([O-])([O-])=O.[K+].[K+] (potassium carbonate), ICC (1-iodoethane), O (Water). Solvent: C(C)#N (acetonitrile). Reaction conditions: temperature 120 celsius. Yields the product FC1=C(C=CC=C1F)C1CCN(CC1)CC (4-(2,3-difluorophenyl)-1-ethylpiperidine). Isolated yield 66.2%. As a reaction SMILES: [F:1][C:2]1[C:7]([F:8])=[CH:6][CH:5]=[CH:4][C:3]=1[CH:9]1[CH2:14][CH2:13][NH:12][CH2:11][CH2:10]1.C(=O)([O-])[O-].[K+].[K+].I[CH2:22][CH3:23].O>C(#N)C>[F:1][C:2]1[C:7]([F:8])=[CH:6][CH:5]=[CH:4][C:3]=1[CH:9]1[CH2:14][CH2:13][N:12]([CH2:22][CH3:23])[CH2:11][CH2:10]1 |f:1.2.3|. Procedure details: To a solution of 4-(2,3-difluorophenyl)piperidine (0.41 g, 2.08 mmol) in acetonitrile (4 ml), was added potassium carbonate (0.57 g, 4.16 mmol) and 1-iodoethane (0.163 ml, 2.12 mmol) and the mixture was heated to 120° C. in a sealed tube under microwave radiation for 1200 s. Water (50 ml) was added and the mixture was extracted with ethylacetate (3×40 ml). The combined organic phases was dried (MgSO4), filtered and evaporated to dryness. The oily residue was purified by flash column chromatograp... Starting materials: BrCC(CCCC(=O)OC)=O (Methyl 6-bromo-5-oxohexanoate), NC(=S)N (thiourea). The solvent is C(C)O (ethanol), C(C)(=O)OCC (ethyl acetate). Product: NC1SC=C(N1)CCCC(=O)OC (Methyl 4-(2-amino-3H-1,3-thiazol-4-yl)butanoate). RXN SMILES: Br[CH2:2][C:3](=O)[CH2:4][CH2:5][CH2:6][C:7]([O:9][CH3:10])=[O:8].[NH2:12][C:13]([NH2:15])=[S:14]>C(O)C.C(OCC)(=O)C>[NH2:12][CH:13]1[NH:15][C:3]([CH2:4][CH2:5][CH2:6][C:7]([O:9][CH3:10])=[O:8])=[CH:2][S:14]1. Reported procedure: Methyl 6-bromo-5-oxohexanoate and thiourea (1.2 eq) in ethanol (0.2M solution) were refluxed for 18 hrs. The reaction was cooled to room temperature, diluted with ethyl acetate, washed with water and brine. The organic layer was dried over sodium sulfate, concentrated in vacuo and the residue was purified by flash chromatography (100% ethyl acetate). EI-MS m/z 201 (M+H)+.